Dataset: the Open Reaction Database (ORD), a public repository of structured organic reaction records. Task: describe an organic reaction: reactants, conditions, products, and yield Starting materials: BrC=1C=C(CC2NCCC3=CC(=C(C=C23)OC)OC)C=CC1OC (1-(3-Bromo-4-methoxy-benzyl)-6,7-dimethoxy-1,2,3,4-tetrahydroisoquinoline), BrCC(=O)Br (2-bromoacetyl bromide), N1=C(C=CC=C1)CN (2-picolylamine). Yields the product BrC=1C=C(CC2N(CCC3=CC(=C(C=C23)OC)OC)CC(=O)NCC2=NC=CC=C2)C=CC1OC (2-[1-(3-Bromo-4-methoxy-benzyl)-6,7-dimethoxy-3,4-dihydro-1H-isoquinolin-2-yl]-N-(pyridin-2-yl-methyl)-acetamide). As a reaction SMILES: [Br:1][C:2]1[CH:3]=[C:4]([CH:20]=[CH:21][C:22]=1[O:23][CH3:24])[CH2:5][CH:6]1[C:15]2[C:10](=[CH:11][C:12]([O:18][CH3:19])=[C:13]([O:16][CH3:17])[CH:14]=2)[CH2:9][CH2:8][NH:7]1.Br[CH2:26][C:27](Br)=[O:28].[N:30]1[CH:35]=[CH:34][CH:33]=[CH:32][C:31]=1[CH2:36][NH2:37]>>[Br:1][C:2]1[CH:3]=[C:4]([CH:20]=[CH:21][C:22]=1[O:23][CH3:24])[CH2:5][CH:6]1[C:15]2[C:10](=[CH:11][C:12]([O:18][CH3:19])=[C:13]([O:16][CH3:17])[CH:14]=2)[CH2:9][CH2:8][N:7]1[CH2:26][C:27]([NH:37][CH2:36][C:31]1[CH:32]=[CH:33][CH:34]=[CH:35][N:30]=1)=[O:28]. Reported procedure: prepared by reaction of 1-(3-Bromo-4-methoxy-benzyl)-6,7-dimethoxy-1,2,3,4-tetrahydroisoquinoline and 2-bromoacetyl bromide with 2-picolylamine The reactants are C1CCOC1, [H-], COc1c2c(c(OC)c(OC)c1OC)CCC(CCI)CC2, [Na+], O, c1ccc2[nH]nnc2c1. Product: COc1c2c(c(OC)c(OC)c1OC)CCC(CCn1nnc3ccccc31)CC2. As a reaction SMILES: [CH2:34]1[O:35][CH2:36][CH2:37][CH2:38]1.[H-:1].[I:12][CH2:13][CH2:14][CH:15]1[CH2:16][CH2:17][c:18]2[c:19]([c:22]([O:32][CH3:33])[c:23]([O:30][CH3:31])[c:24]([O:28][CH3:29])[c:25]2[O:26][CH3:27])[CH2:20][CH2:21]1.[Na+:2].[OH2:39].[nH:3]1[n:4][n:5][c:6]2[c:7]1[cH:8][cH:9][cH:10][cH:11]2>>[n:3]1([CH2:13][CH2:14][CH:15]2[CH2:16][CH2:17][c:18]3[c:19]([c:22]([O:32][CH3:33])[c:23]([O:30][CH3:31])[c:24]([O:28][CH3:29])[c:25]3[O:26][CH3:27])[CH2:20][CH2:21]2)[n:4][n:5][c:6]2[c:7]1[cH:8][cH:9][cH:10][cH:11]2. Procedure details: Dehydration of 80 wt % glycerol followed by acetol hydrogenation in a single step at 220° C. in 20 g of water as a solvent using 0.01 g/ml of 67% Cu+33% Cr catalyst in 5 h gave 21% conversion of glycerol with selectivity's of 69% to 1,2-propylene glycol and 31% to hydroxyacetone. Starting materials: OCC(O)CO (glycerol), OCC(O)CO (glycerol), CC(=O)CO (acetol). Yields the product C(C(C)O)O (1,2-propylene glycol), OCC(C)=O (hydroxyacetone). Solvent: O (water). Reagents/catalysts: Cu. As a reaction SMILES: [OH:1][CH2:2][CH:3]([CH2:5]O)[OH:4].[CH3:7][C:8]([CH2:10][OH:11])=[O:9]>O>[CH2:2]([OH:1])[CH:3]([OH:4])[CH3:5].[OH:11][CH2:10][C:8](=[O:9])[CH3:7]. Reactants: O=C([O-])O, CCCC[N+](CCCC)(CCCC)CCCC, COc1cccc(C)c1N, COC(C)(C)C, FC(F)(F)C(F)(F)C(F)(I)C(F)(F)F, [Na+], O, O=S(=O)([O-])O. Yields the product COc1cc(C(F)(C(F)(F)F)C(F)(F)C(F)(F)F)cc(C)c1N. RXN SMILES: [C:25](=[O:26])([O-:27])[OH:28].[CH2:42]([N+:43]([CH2:44][CH2:45][CH2:46][CH3:47])([CH2:48][CH2:49][CH2:50][CH3:51])[CH2:52][CH2:53][CH2:54][CH3:55])[CH2:56][CH2:57][CH3:58].[CH3:1][O:2][c:3]1[c:4]([NH2:10])[c:5]([CH3:9])[cH:6][cH:7][cH:8]1.[CH3:31][O:32][C:33]([CH3:34])([CH3:35])[CH3:36].[I:11][C:12]([C:13]([F:14])([F:15])[F:16])([C:17]([C:18]([F:19])([F:20])[F:21])([F:22])[F:23])[F:24].[Na+:29].[OH2:30].[S:37]([O-:38])([OH:39])(=[O:40])=[O:41]>>[CH3:1][O:2][c:3]1[c:4]([NH2:10])[c:5]([CH3:9])[cH:6][c:7]([C:12]([C:13]([F:14])([F:15])[F:16])([C:17]([C:18]([F:19])([F:20])[F:21])([F:22])[F:23])[F:24])[cH:8]1.